Dataset: the Open Reaction Database (ORD), a public repository of structured organic reaction records. Task: describe an organic reaction: reactants, conditions, products, and yield The reactants are Cl.Cl.[N+](=O)([O-])OCCCCOC([C@H]1N(CCC1)C([C@@H](N[C@@H](CCC1=CC=CC=C1)C(=O)OCC)CCCCN)=O)=O (N-[(1S)-1-(Ethoxycarbonyl)-3-phenylpropyl]-L-lysyl-L-proline 4-nitrooxybutyl ester dihydrochloride), Cl.[N+](=O)([O-])OCCCOC([C@H]1NCCC1)=O (L-proline 3-nitrooxypropyl ester hydrochloride). Yields the product Cl.Cl.[N+](=O)([O-])OCCCOC([C@H]1N(CCC1)C([C@@H](N[C@@H](CCC1=CC=CC=C1)C(=O)OCC)CCCCN)=O)=O (N-[(1S)-1-(ethoxycarbonyl)-3-phenylpropyl]-L-lysyl-L-proline 3-nitrooxypropyl ester dihydrochloride). RXN SMILES: [ClH:1].Cl.[N+](OC[CH2:8][CH2:9][CH2:10][O:11][C:12](=[O:41])[C@@H:13]1[CH2:17][CH2:16][CH2:15][N:14]1[C:18](=[O:40])[C@H:19]([CH2:35][CH2:36][CH2:37][CH2:38][NH2:39])[NH:20][C@H:21]([C:30]([O:32][CH2:33][CH3:34])=[O:31])[CH2:22][CH2:23][C:24]1[CH:29]=[CH:28][CH:27]=[CH:26][CH:25]=1)([O-])=O.Cl.[N+:43]([O:46]CCCOC(=O)[C@@H]1CCCN1)([O-:45])=[O:44]>>[ClH:1].[ClH:1].[N+:43]([O:46][CH2:8][CH2:9][CH2:10][O:11][C:12](=[O:41])[C@@H:13]1[CH2:17][CH2:16][CH2:15][N:14]1[C:18](=[O:40])[C@H:19]([CH2:35][CH2:36][CH2:37][CH2:38][NH2:39])[NH:20][C@H:21]([C:30]([O:32][CH2:33][CH3:34])=[O:31])[CH2:22][CH2:23][C:24]1[CH:29]=[CH:28][CH:27]=[CH:26][CH:25]=1)([O-:45])=[O:44] |f:0.1.2,3.4,5.6.7|. Procedure: Starting from N2-[(1S)-ethoxycarbonyl-3-phenylpropyl]-N6-BOC-L-lysine (obtained as described in Example 6) and L-proline 3-nitrooxypropyl ester hydrochloride (obtained as described in Example 3) applying the same procedure described in Example 6) the title compound was obtained as a highly hygroscopic white powder (0.85 g, 28%). Starting materials: Br, Cc1c(NS(C)(=O)=O)cccc1N(Cc1ccccc1)Cc1ccc(Oc2ccc(CCCC(=O)O)cc2)cc1, NC1CCOC1=O. The product is Cc1c(NS(C)(=O)=O)cccc1N(Cc1ccccc1)Cc1ccc(Oc2ccc(CCCC(=O)NC3CCOC3=O)cc2)cc1. Reaction SMILES: [BrH:41].[CH2:1]([c:2]1[cH:3][cH:4][cH:5][cH:6][cH:7]1)[N:8]([c:9]1[c:10]([CH3:20])[c:11]([NH:15][S:16](=[O:17])(=[O:18])[CH3:19])[cH:12][cH:13][cH:14]1)[CH2:21][c:22]1[cH:23][cH:24][c:25]([O:26][c:27]2[cH:28][cH:29][c:30]([CH2:33][CH2:34][CH2:35][C:36](=[O:37])[OH:38])[cH:31][cH:32]2)[cH:39][cH:40]1.[NH2:42][CH:43]1[C:44](=[O:45])[O:46][CH2:47][CH2:48]1>>[CH2:1]([c:2]1[cH:3][cH:4][cH:5][cH:6][cH:7]1)[N:8]([c:9]1[c:10]([CH3:20])[c:11]([NH:15][S:16](=[O:17])(=[O:18])[CH3:19])[cH:12][cH:13][cH:14]1)[CH2:21][c:22]1[cH:23][cH:24][c:25]([O:26][c:27]2[cH:28][cH:29][c:30]([CH2:33][CH2:34][CH2:35][C:36](=[O:37])[NH:42][CH:43]3[C:44](=[O:45])[O:46][CH2:47][CH2:48]3)[cH:31][cH:32]2)[cH:39][cH:40]1.